This data is from the Open Reaction Database (ORD), a public repository of structured organic reaction records. The task is: describe an organic reaction: reactants, conditions, products, and yield Starting materials: O=C[C@H](O)[C@@H](O)[C@H](O)[C@H](O)CO (D-glucose), C(CCCCCCCCCCC)N (dodecylamine). Product: C(CCCCCCCCCCC)NC[C@H](O)[C@@H](O)[C@H](O)[C@H](O)CO (N-dodecyl-glucamine). As a reaction SMILES: O=[CH:2][C@@H:3]([C@H:5]([C@@H:7]([C@@H:9]([CH2:11][OH:12])[OH:10])[OH:8])[OH:6])[OH:4].[CH2:13]([NH2:25])[CH2:14][CH2:15][CH2:16][CH2:17][CH2:18][CH2:19][CH2:20][CH2:21][CH2:22][CH2:23][CH3:24]>>[CH2:13]([NH:25][CH2:2][C@@H:3]([C@H:5]([C@@H:7]([C@@H:9]([CH2:11][OH:12])[OH:10])[OH:8])[OH:6])[OH:4])[CH2:14][CH2:15][CH2:16][CH2:17][CH2:18][CH2:19][CH2:20][CH2:21][CH2:22][CH2:23][CH3:24]. Reported procedure: The product was made from D-glucose and dodecylamine comparable as in Example A. Reactants: SC1=NC2=C(N1CC1=CC=C(C=C1)C1=C(C=CC=C1)C1=NN=NN1)C(=CC=C2)C(=O)OCC (ethyl 2-mercapto-1-[[2′-(1H-tetrazol-5-yl)biphenyl-4-yl]methyl]benzimidazole-7-carboxylate), 1H-NaOH, Cl (hydrochloric acid), C(C)I (ethyl iodide). Run in C(C)O (ethanol). Run at time 4 hour. The product is C(C)SC1=NC2=C(N1CC1=CC=C(C=C1)C1=C(C=CC=C1)C1=NN=NN1)C(=CC=C2)C(=O)OCC (Ethyl 2-ethylthio-1-[[2′-(1H-tetrazol-5-yl)biphenyl-4-yl]methyl]benzimidazole-7-carboxylate). Yield: 56.9%. Reaction SMILES: [SH:1][C:2]1[N:6]([CH2:7][C:8]2[CH:13]=[CH:12][C:11]([C:14]3[CH:19]=[CH:18][CH:17]=[CH:16][C:15]=3[C:20]3[NH:24][N:23]=[N:22][N:21]=3)=[CH:10][CH:9]=2)[C:5]2[C:25]([C:29]([O:31][CH2:32][CH3:33])=[O:30])=[CH:26][CH:27]=[CH:28][C:4]=2[N:3]=1.[CH2:34](I)[CH3:35].Cl>C(O)C>[CH2:34]([S:1][C:2]1[N:6]([CH2:7][C:8]2[CH:9]=[CH:10][C:11]([C:14]3[CH:19]=[CH:18][CH:17]=[CH:16][C:15]=3[C:20]3[NH:24][N:23]=[N:22][N:21]=3)=[CH:12][CH:13]=2)[C:5]2[C:25]([C:29]([O:31][CH2:32][CH3:33])=[O:30])=[CH:26][CH:27]=[CH:28][C:4]=2[N:3]=1)[CH3:35]. Procedure: To a solution of ethyl 2-mercapto-1-[[2′-(1H-tetrazol-5-yl)biphenyl-4-yl]methyl]benzimidazole-7-carboxylate (0.91 g) in ethanol (13 ml) containing 1H-NaOH (4 ml) was added ethyl iodide (0.34 g), and the mixture was stirred at room temperature for 4 hours. The reaction mixture was adjusted to pH 4 with dilute hydrochloric acid to give crystals. The crystals were collected by filtration and purified by column chromatography on silica gel. Recrystallization from ethyl acetate gave colorless prisms ... The reactants are [H-].[Na+] (sodium hydride), ClC=1C=CC2=C(SC=C2NC2=CC=NC=C2)C1 (6-Chloro-3-(4-pyridinylamino)benzo[b]thiophene), ice, BrCCC (1-bromopropane), ice water. Solvent: CN(C=O)C (dimethylformamide). Yields the product Cl.ClC=1C=CC2=C(SC=C2N(C2=CC=NC=C2)CCC)C1 (6-Chloro-3-(propyl-4-pyridinylamino)benzo[b]thiophene hydrochloride). Isolated yield 128.1%. As a reaction SMILES: [Cl:1][C:2]1[CH:3]=[CH:4][C:5]2[C:9]([NH:10][C:11]3[CH:16]=[CH:15][N:14]=[CH:13][CH:12]=3)=[CH:8][S:7][C:6]=2[CH:17]=1.[H-].[Na+].Br[CH2:21][CH2:22][CH3:23]>CN(C)C=O>[ClH:1].[Cl:1][C:2]1[CH:3]=[CH:4][C:5]2[C:9]([N:10]([CH2:21][CH2:22][CH3:23])[C:11]3[CH:16]=[CH:15][N:14]=[CH:13][CH:12]=3)=[CH:8][S:7][C:6]=2[CH:17]=1 |f:1.2,5.6|. Procedure: 6-Chloro-3-(4-pyridinylamino)benzo[b]thiophene (4.2 g, 16.1 mmol) was added portionwise as a powder to an ice-cooled suspension of sodium hydride (60% oil dispersion, 0.8 g, 20 mmol, washed with heptane) in 25 mL of dimethylformamide. After the anion formation was completed, 1-bromopropane (2 g, 16.3 mmol) was added. After one hour the reaction mixture was poured into ice-water and extracted with ether. The organic extract was washed with water and saturated sodium chloride solution, and dried (... Starting materials: BrC1=CC(=CC=C1)Br (1,3-dibromobenzene), C1(=CC=C2C=CC3=CC=CC4=CC=C1C2=C34)B(O)O (Pyren-1-ylboronic acid), C(=O)([O-])[O-].[Na+].[Na+] (Na2CO3), CCO (EtOH). Reagents/catalysts: C=1C=CC(=CC1)[P](C=2C=CC=CC2)(C=3C=CC=CC3)[Pd]([P](C=4C=CC=CC4)(C=5C=CC=CC5)C=6C=CC=CC6)([P](C=7C=CC=CC7)(C=8C=CC=CC8)C=9C=CC=CC9)[P](C=1C=CC=CC1)(C=1C=CC=CC1)C=1C=CC=CC1 (Tetrakis(triphenylphosphine)palladium). Run in C1(=CC=CC=C1)C (toluene). Reaction conditions: temperature 90 celsius. Product: BrC=1C=C(C=CC1)C1=CC=C2C=CC3=CC=CC4=CC=C1C2=C34 (1-(3-bromophenyl)pyrene). Yield: 48.9%. Reaction SMILES: Br[C:2]1[CH:7]=[CH:6][CH:5]=[C:4]([Br:8])[CH:3]=1.[C:9]1(B(O)O)[C:22]2[C:23]3=[C:24]4[C:19](=[CH:20][CH:21]=2)[CH:18]=[CH:17][CH:16]=[C:15]4[CH:14]=[CH:13][C:12]3=[CH:11][CH:10]=1.C([O-])([O-])=O.[Na+].[Na+].CCO>C1C=CC([P]([Pd]([P](C2C=CC=CC=2)(C2C=CC=CC=2)C2C=CC=CC=2)([P](C2C=CC=CC=2)(C2C=CC=CC=2)C2C=CC=CC=2)[P](C2C=CC=CC=2)(C2C=CC=CC=2)C2C=CC=CC=2)(C2C=CC=CC=2)C2C=CC=CC=2)=CC=1.C1(C)C=CC=CC=1>[Br:8][C:4]1[CH:3]=[C:2]([C:16]2[C:15]3[C:24]4=[C:23]5[C:12](=[CH:13][CH:14]=3)[CH:11]=[CH:10][CH:9]=[C:22]5[CH:21]=[CH:20][C:19]4=[CH:18][CH:17]=2)[CH:7]=[CH:6][CH:5]=1 |f:2.3.4,^1:40,42,61,80|. Procedure: A mixture of 10 g (42.4 mmol) of 1,3-dibromobenzene, 10.43 g (42.4 mmol) of Pyren-1-ylboronic acid, 0.5 g (0.424 mmol) of Tetrakis(triphenylphosphine)palladium, 32 ml of 2M Na2CO3, 80 ml of EtOH and 160 ml toluene was degassed and placed under nitrogen, and then heated at 90° C. for 24 h. After the reaction finish, the mixture was allowed to cool to room temperature. The organic layer was extracted with ethyl acetate and water, dried with anhydrous magnesium sulfate, the solvent was removed and ... Reactants: C(C)(C)(C)C=1C=C2C=NN(C(C2=C(C1)F)=O)C1=C(C=O)C(=CC=N1)C1=CN(C(C(=C1)NC1=NC(=NC=C1)C)=O)C (2-(6-tert-Butyl-8-fluoro-1-oxophthalazin-2(1H)-yl)-4-(1-methyl-5-(2-methylpyrimidin-4-ylamino)-6-oxo-1,6-dihydropyridin-3-yl)nicotinaldehyde), [BH4-].[Na+] (sodium borohydride). Run in CO (methanol). Run at time 20 minute. Yields the product C(C)(C)(C)C=1C=C2C=NN(C(C2=C(C1)F)=O)C1=NC=CC(=C1CO)C1=CN(C(C(=C1)NC1=NC(=NC=C1)C)=O)C (6-tert-butyl-8-fluoro-2-[3-(hydroxymethyl)-4-[1-methyl-5-[(2-methylpyrimidin-4-yl)amino]-6-oxo-3-pyridyl]-2-pyridyl]phthalazin-1-one). The yield is 15.4%. RXN SMILES: [C:1]([C:5]1[CH:6]=[C:7]2[C:12](=[C:13]([F:15])[CH:14]=1)[C:11](=[O:16])[N:10]([C:17]1[N:24]=[CH:23][CH:22]=[C:21]([C:25]3[CH:30]=[C:29]([NH:31][C:32]4[CH:37]=[CH:36][N:35]=[C:34]([CH3:38])[N:33]=4)[C:28](=[O:39])[N:27]([CH3:40])[CH:26]=3)[C:18]=1[CH:19]=[O:20])[N:9]=[CH:8]2)([CH3:4])([CH3:3])[CH3:2].[BH4-].[Na+]>CO>[C:1]([C:5]1[CH:6]=[C:7]2[C:12](=[C:13]([F:15])[CH:14]=1)[C:11](=[O:16])[N:10]([C:17]1[C:18]([CH2:19][OH:20])=[C:21]([C:25]3[CH:30]=[C:29]([NH:31][C:32]4[CH:37]=[CH:36][N:35]=[C:34]([CH3:38])[N:33]=4)[C:28](=[O:39])[N:27]([CH3:40])[CH:26]=3)[CH:22]=[CH:23][N:24]=1)[N:9]=[CH:8]2)([CH3:4])([CH3:2])[CH3:3] |f:1.2|. Reported procedure: At 0° C., to a suspension of 2-(6-tert-butyl-8-fluoro-1-oxophthalazin-2(1H)-yl)-4-(1-methyl-5-(2-methylpyrimidin-4-ylamino)-6-oxo-1,6-dihydropyridin-3-yl)nicotinaldehyde 114c (130 mg, 0.24 mmol) in methanol (20 mL) was added sodium borohydride (27 mg, 0.72 mmol). The reaction mixture was stirred for 20 minutes and then quenched with water (10 mL). It was then concentrated under reduced pressure and the residue was extracted with dichloromethane (3×20 mL). The combined organic layer was dried and... Starting materials: ice water, C(C)(=O)N1CCC(C(=O)Cl)CC1 (1-acetylisonipecotoyl chloride), COC1=CC(=CC=C1)OC (m-dimethoxybenzene), [Cl-].[Al+3].[Cl-].[Cl-] (aluminum chloride). Run in C(=S)=S (carbon disulfide). Product: C(C)(=O)N1CCC(CC1)C(C1=C(C=C(C=C1)OC)OC)=O (1-acetyl-4-(2,4-dimethoxybenzoyl)piperidine). RXN SMILES: [C:1]([N:4]1[CH2:12][CH2:11][CH:7]([C:8](Cl)=[O:9])[CH2:6][CH2:5]1)(=[O:3])[CH3:2].[CH3:13][O:14][C:15]1[CH:20]=[CH:19][CH:18]=[C:17]([O:21][CH3:22])[CH:16]=1.[Cl-].[Al+3].[Cl-].[Cl-]>C(=S)=S>[C:1]([N:4]1[CH2:12][CH2:11][CH:7]([C:8](=[O:9])[C:18]2[CH:19]=[CH:20][C:15]([O:14][CH3:13])=[CH:16][C:17]=2[O:21][CH3:22])[CH2:6][CH2:5]1)(=[O:3])[CH3:2] |f:2.3.4.5|. Procedure: 18.7 g of 1-acetylisonipecotoyl chloride, Example 1(b) are added slowly to a stirred mixture of 40.0 g of m-dimethoxybenzene and 19.2 g of aluminum chloride in 75 ml of carbon disulfide. The reaction mixture is stirred at ambient temperature for an hour, poured into ice-water and extracted with chloroform, the combined extracts are dried and the chloroform is removed, leaving a yellow oil. The oil is triturated with ether to give a white solid, which is recrystallized twice from ethyl acetate to... Reactants: C(C1=CC=CC=C1)(C1=CC=CC=C1)OC(=O)C=1N2C(C(C2SCC1C1=CN=C(S1)C=1C=NC=CC1)NC(C(C=1N=C(SC1)NC(C1=CC=CC=C1)(C1=CC=CC=C1)C1=CC=CC=C1)=NOC)=O)=O (2-benzhydryloxycarbonyl-7[2-methoxyimino-2-(2-tritylaminothiazol-4-yl)-acetamido]-8-oxo-3-[2-(pyridin-3-yl)-thiazol-5-yl]-5-thia-1-azabicyclo[4.2.0]oct-2-ene), C1(=CC=CC=C1)OC (anisole). Solvent: C(=O)O (formic acid). Yields the product NC=1SC=C(N1)C(C(=O)NC1C2SCC(=C(N2C1=O)C(=O)O)C1=CN=C(S1)C=1C=NC=CC1)=NOC (7-[2-(2-aminothiazol-4-yl)-2-methoxyiminoacetamido]-2-carboxy-8-oxo-3-[2-(pyridin-3-yl)-thiazol-5-yl]-5-thia-1-azabicyclo[4.2.0]oct-2-ene). Yield: 89.2%. As a reaction SMILES: C([O:14][C:15]([C:17]1[N:18]2[CH:21]([S:22][CH2:23][C:24]=1[C:25]1[S:29][C:28]([C:30]3[CH:31]=[N:32][CH:33]=[CH:34][CH:35]=3)=[N:27][CH:26]=1)[CH:20]([NH:36][C:37](=[O:67])[C:38](=[N:64][O:65][CH3:66])[C:39]1[N:40]=[C:41]([NH:44]C(C3C=CC=CC=3)(C3C=CC=CC=3)C3C=CC=CC=3)[S:42][CH:43]=1)[C:19]2=[O:68])=[O:16])(C1C=CC=CC=1)C1C=CC=CC=1.C1(OC)C=CC=CC=1>C(O)=O>[NH2:44][C:41]1[S:42][CH:43]=[C:39]([C:38](=[N:64][O:65][CH3:66])[C:37]([NH:36][CH:20]2[C:19](=[O:68])[N:18]3[CH:21]2[S:22][CH2:23][C:24]([C:25]2[S:29][C:28]([C:30]4[CH:31]=[N:32][CH:33]=[CH:34][CH:35]=4)=[N:27][CH:26]=2)=[C:17]3[C:15]([OH:16])=[O:14])=[O:67])[N:40]=1. Reported procedure: The syn isomer of 2-benzhydryloxycarbonyl-7[2-methoxyimino-2-(2-tritylaminothiazol-4-yl)-acetamido]-8-oxo-3-[2-(pyridin-3-yl)-thiazol-5-yl]-5-thia-1-azabicyclo[4.2.0]oct-2-ene (1.1 g) is treated with formic acid (20 cc) containing anisole (2 cc) for 30 minutes at 50° C. and the reaction mixture is then concentrated to dryness under reduced pressure (1 mm Hg; 0.13 kPa) at 40° C. The residue is taken up in ethanol (20 cc), which is evaporated off under reduced pressure (30 mm Hg; 4 kPa) at 40° C.;...